Dataset: the Open Reaction Database (ORD), a public repository of structured organic reaction records. Task: describe an organic reaction: reactants, conditions, products, and yield Reactants: C(#N)C1=C(C=CC(=C1)C(F)(F)F)N1C2=C(OCC1)C=C(C=C2)S(=O)(=O)OC2=C(C(=C(C(=C2F)F)F)F)F (perfluorophenyl 4-(2-cyano-4-(trifluoromethyl)phenyl)-3,4-dihydro-2H-benzo[b][1,4]oxazine-7-sulfonate), O1C(=NC=C1)N (oxazole-2-amine), O1C(=NC=C1)N (oxazole-2-amine), [Li+].C[Si](C)(C)[N-][Si](C)(C)C (LHMDS), C[Si](C)(C)[N-][Si](C)(C)C.[Li+] (lithium bis(trimethylsilyl)amide). The reagents and catalysts are C(C)(=O)O (acetic acid). Solvent: C1CCOC1 (THF). Reaction conditions: time 5 minute. Product: C(#N)C1=C(C=CC(=C1)C(F)(F)F)N1C2=C(OCC1)C=C(C=C2)S(=O)(=O)NC=2OC=CN2 (4-(2-cyano-4-(trifluoromethyl)phenyl)-N-(oxazol-2-yl)-3,4-dihydro-2H-benzo[b][1,4]oxazine-7-sulfonamide). RXN SMILES: [C:1]([C:3]1[CH:8]=[C:7]([C:9]([F:12])([F:11])[F:10])[CH:6]=[CH:5][C:4]=1[N:13]1[CH2:18][CH2:17][O:16][C:15]2[CH:19]=[C:20]([S:23](OC3C(F)=C(F)C(F)=C(F)C=3F)(=[O:25])=[O:24])[CH:21]=[CH:22][C:14]1=2)#[N:2].[O:38]1[CH:42]=[CH:41][N:40]=[C:39]1[NH2:43].C[Si]([N-][Si](C)(C)C)(C)C.[Li+]>C(O)(=O)C.C1COCC1>[C:1]([C:3]1[CH:8]=[C:7]([C:9]([F:12])([F:10])[F:11])[CH:6]=[CH:5][C:4]=1[N:13]1[CH2:18][CH2:17][O:16][C:15]2[CH:19]=[C:20]([S:23]([NH:43][C:39]3[O:38][CH:42]=[CH:41][N:40]=3)(=[O:25])=[O:24])[CH:21]=[CH:22][C:14]1=2)#[N:2] |f:2.3|. Procedure details: A round bottom flask was charged with perfluorophenyl 4-(2-cyano-4-(trifluoromethyl)phenyl)-3,4-dihydro-2H-benzo[b][1,4]oxazine-7-sulfonate (INTERMEDIATE AB, 40.69 mg, 0.074 mmol), oxazole-2-amine (9.32 mg, 0.11 mmol, Ryan Scientific, Mt. Pleasant, S.C.) and THF (1 mL) to give a clear, colorless solution. The flask was cooled in a dry ice-acetone bath for 5 min, then lithium bis(trimethylsilyl)amide (1M in THF) (155 μl, 0.155 mmol) was added dropwise over 30 s to give a light-yellow solution. Af... Starting materials: ON1C(CC(CC1(C)C)O)(C)C (1-oxyl-4-hydroxy-2,2,6,6-tetramethylpiperidine), C=CCCCCCC (1-octene). Conditions: temperature 100 celsius, time 24 hour. Product: C(C=CCCCCC)ON1C(CC(CC1(C)C)O)(C)C (1-Oct-2-enyloxy-2,2,6,6-tetramethyl-4-hydroxypiperidine). Isolated yield 42.3%. RXN SMILES: [OH:1][N:2]1[C:7]([CH3:9])([CH3:8])[CH2:6][CH:5]([OH:10])[CH2:4][C:3]1([CH3:12])[CH3:11].[CH2:13]=[CH:14][CH2:15][CH2:16][CH2:17][CH2:18][CH2:19][CH3:20]>>[CH2:13]([O:1][N:2]1[C:7]([CH3:8])([CH3:9])[CH2:6][CH:5]([OH:10])[CH2:4][C:3]1([CH3:12])[CH3:11])[CH:14]=[CH:15][CH2:16][CH2:17][CH2:18][CH2:19][CH3:20]. Procedure details: A mixture of 20.0 g (0.12 mol) of 1-oxyl-4-hydroxy-2,2,6,6-tetramethylpiperidine and 164.0 g (1.04 mol) of 1-octene is heated under a nitrogen atmosphere at 100° C. for 24 hours, and then for an additional 24 hours at 115° C. The reaction mixture is filtered to remove 1,4-dihydroxy-2,2,6,6-tetramethylpiperidine, and the filtrate is washed with 10% (w/v) ascorbic acid (2×50 mL) and distilled water (2×50 mL). The organic phase is dried over anhydrous magnesium sulfate and the volatiles removed in ... The reactants are C(C)(=O)OCC (ethyl acetate), C(C1=CC=CC=C1)OC(=O)N1[C@H](CCC1)C(=O)C1=CNC2=CC=C(C=C12)Br ((R)-3-(N-Benzyloxycarbonylpyrrolidin-2-ylcarbonyl )-5-bromo-1H-indole), C(CCC)[Sn](C=C)(CCCC)CCCC (tributyl(vinyl)tin), tetrakistriphenyphosphine palladium (0). Run in CN(C)C=O (DMF). Product: C(=C)C=1C=C2C(=CNC2=CC1)C(=O)[C@@H]1N(CCC1)C(=O)OCC1=CC=CC=C1 ((R)-5-vinyl-3-[(N-carbobenzyloxypyrrolidin-2-yl)carbonyl]-1H-indole). Isolated yield 52.1%. As a reaction SMILES: [CH2:1]([O:8][C:9]([N:11]1[CH2:15][CH2:14][CH2:13][C@@H:12]1[C:16]([C:18]1[C:26]2[C:21](=[CH:22][CH:23]=[C:24](Br)[CH:25]=2)[NH:20][CH:19]=1)=[O:17])=[O:10])[C:2]1[CH:7]=[CH:6][CH:5]=[CH:4][CH:3]=1.[CH2:28]([Sn](CCCC)(CCCC)C=C)[CH2:29]CC.C(OCC)(=O)C>CN(C=O)C>[CH:28]([C:24]1[CH:25]=[C:26]2[C:21](=[CH:22][CH:23]=1)[NH:20][CH:19]=[C:18]2[C:16]([C@H:12]1[CH2:13][CH2:14][CH2:15][N:11]1[C:9]([O:8][CH2:1][C:2]1[CH:7]=[CH:6][CH:5]=[CH:4][CH:3]=1)=[O:10])=[O:17])=[CH2:29]. Procedure: A solution (R)-3-(N-Benzyloxycarbonylpyrrolidin-2-ylcarbonyl )-5-bromo-1H-indole (Example 5a, 252 mg, 0.59 mmol), tributyl(vinyl)tin (0.20 mL, 0.68 mmol) and tetrakistriphenyphosphine palladium (0) (84 mg, 0.073 mmol) in anhydrous DMF (3 mL) was stirred at 95-100° C. for 1 day. After cooling to room temperature, the product was taken into ethyl acetate, filtered through celite, washed with water (2×) and brine (1×), dried over sodium sulfate and the solvent was removed in vacuo. Flash chromatogr...